Task: describe an organic reaction: reactants, conditions, products, and yield. Dataset: the Open Reaction Database (ORD), a public repository of structured organic reaction records Starting materials: C[O-].[Na+] (sodium methoxide), C(CS)(=O)OC (methyl thioglycolate), ClC(=CC#N)C1=CC=NC=C1 (3-chloro-3-(pyridin-4-yl)acrylonitrile). Solvent: CO (methanol). Reaction conditions: temperature 50 celsius, time 10 minute. The product is NC1=C(SC(=C1)C1=CC=NC=C1)C(=O)OC (methyl 3-amino-5-(pyridin-4-yl)thiophene-2-carboxylate). The yield is 95.7%. Reaction SMILES: C[O-].[Na+].[C:4]([O:8][CH3:9])(=[O:7])[CH2:5][SH:6].Cl[C:11]([C:15]1[CH:20]=[CH:19][N:18]=[CH:17][CH:16]=1)=[CH:12][C:13]#[N:14]>CO>[NH2:14][C:13]1[CH:12]=[C:11]([C:15]2[CH:20]=[CH:19][N:18]=[CH:17][CH:16]=2)[S:6][C:5]=1[C:4]([O:8][CH3:9])=[O:7] |f:0.1|. Procedure: To a stirred solution of sodium methoxide (2.12 g, 39.3 mmol) in methanol (59 mL) was added methyl thioglycolate (3.51 mL, 39.3 mmol). After 10 min, 3-chloro-3-(pyridin-4-yl)acrylonitrile (6.47 g, 39.3 mmol) was added, and the mixture was heated at 50° C. After 1 h, the mixture was concentrated to about a half volume at reduced pressure and poured into water (500 mL). Extraction with ethyl acetate/tetrahydrofuran (4:1, 500 mL), washing with brine, drying over magnesium sulfate, filtration and co... Reactants: ice, I\C=C\C(C(CC1=CC=CC=C1)(C)C)=O (1-iodo-4,4-dimethyl-5-phenyl-trans-1-penten-3-one), [BH4-].[Na+] (sodium borohydride). Solvent: CO (methanol). Product: I\C=C\C(C(CC1=CC=CC=C1)(C)C)O (1-Iodo-4,4-Dimethyl-5-Phenyl-trans-Penten-3-ol). RXN SMILES: [I:1]/[CH:2]=[CH:3]/[C:4](=[O:15])[C:5]([CH3:14])([CH3:13])[CH2:6][C:7]1[CH:12]=[CH:11][CH:10]=[CH:9][CH:8]=1.[BH4-].[Na+]>CO>[I:1]/[CH:2]=[CH:3]/[CH:4]([OH:15])[C:5]([CH3:13])([CH3:14])[CH2:6][C:7]1[CH:12]=[CH:11][CH:10]=[CH:9][CH:8]=1 |f:1.2|. Reported procedure: An ice-cold solution of 7.5 g. of 1-iodo-4,4-dimethyl-5-phenyl-trans-1-penten-3-one in 150 ml. of methanol was treated with 0.89 g. of sodium borohydride and stirred at 0° for 11/2 hours. The solvent was evaporated and the residue was dissolved in water and then extracted with ether. The ether was dried and evaporated to afford 7.5 g. of the title product as an oil, λmaxEtOH 3.0, 3.45, 6.23, 6.70, 6.82, 6.90, 7.23, 7.34, 7.87, 8.55, 9.28, 9.71, 10.0, 10.56, 13.04, 13.6 and 14.2μ. The reactants are CCO, CCOC(C)=O, [Cl-], [Fe], [NH4+], C1CCOC1, O, O=C(Nc1ccc(Sc2ccc(C(=O)Nc3ccc(Cl)cn3)cc2[N+](=O)[O-])cc1)OCC1c2ccccc2-c2ccccc21. Yields the product Nc1cc(C(=O)Nc2ccc(Cl)cn2)ccc1Sc1ccc(NC(=O)OCC2c3ccccc3-c3ccccc32)cc1. Reaction SMILES: [CH3:47][CH2:48][OH:49].[CH3:56][CH2:57][O:58][C:59](=[O:60])[CH3:61].[Cl-:45].[Fe:62].[NH4+:46].[O:50]1[CH2:51][CH2:52][CH2:53][CH2:54]1.[OH2:55].[cH:1]1[cH:2][cH:3][cH:4][c:5]2[c:13]1[CH:12]([CH2:14][O:15][C:16]([NH:17][c:18]1[cH:19][cH:20][c:21]([S:24][c:25]3[c:26]([N+:41]([O-:42])=[O:43])[cH:27][c:28]([C:31]([NH:32][c:33]4[n:34][cH:35][c:36]([Cl:39])[cH:37][cH:38]4)=[O:40])[cH:29][cH:30]3)[cH:22][cH:23]1)=[O:44])[c:11]1[c:6]-2[cH:7][cH:8][cH:9][cH:10]1>>[cH:1]1[cH:2][cH:3][cH:4][c:5]2[c:13]1[CH:12]([CH2:14][O:15][C:16]([NH:17][c:18]1[cH:19][cH:20][c:21]([S:24][c:25]3[c:26]([NH2:41])[cH:27][c:28]([C:31]([NH:32][c:33]4[n:34][cH:35][c:36]([Cl:39])[cH:37][cH:38]4)=[O:40])[cH:29][cH:30]3)[cH:22][cH:23]1)=[O:44])[c:11]1[c:6]-2[cH:7][cH:8][cH:9][cH:10]1. Yields the product [Si](C)(C)(C(C)(C)C)OCC1=CC=C(C=C1)COC\C=C/CCCCCCCCCC (cis-1-(tert-Butyldimethylsilyloxymethyl)-4-(2-tridecenyloxymethyl)benzene). Reported procedure: A flask was charged with 60 mg of a 60% dispersion of NaH in oil. The dispersion was washed with three 2-mL portions of THF. The NaH was suspended in 5 mL of THF and cooled to 0° C. A solution Of cis-2-tridecen-1-ol (206 mg, 1.1 mmol, 1.1 equiv) in THF (1 mL) was slowly added to the mixture. After 25 minutes the cold bath was removed and stirring was continued for an additional 10 minutes. At this time a solution of (40) (361 mg, 1 mmol) in THF (1 mL) was added and stirring was continued for 12 ... Reactants: [H-].[Na+] (NaH), C(\C=C/CCCCCCCCCC)O (cis-2-tridecen-1-ol), [Si](C)(C)(C(C)(C)C)OCC1=CC=C(C=C1)CI (1-[(tert-Butyldimethylsilyl)oxymethyl]-4-iodomethylbenzene), O (water). Solvent: C1CCOC1 (THF), C1CCOC1 (THF), CCOCC (ether). As a reaction SMILES: [H-].[Na+].[CH2:3]([OH:16])/[CH:4]=[CH:5]\[CH2:6][CH2:7][CH2:8][CH2:9][CH2:10][CH2:11][CH2:12][CH2:13][CH2:14][CH3:15].[Si:17]([O:24][CH2:25][C:26]1[CH:31]=[CH:30][C:29]([CH2:32]I)=[CH:28][CH:27]=1)([C:20]([CH3:23])([CH3:22])[CH3:21])([CH3:19])[CH3:18].O>C1COCC1.CCOCC>[Si:17]([O:24][CH2:25][C:26]1[CH:27]=[CH:28][C:29]([CH2:32][O:16][CH2:3]/[CH:4]=[CH:5]\[CH2:6][CH2:7][CH2:8][CH2:9][CH2:10][CH2:11][CH2:12][CH2:13][CH2:14][CH3:15])=[CH:30][CH:31]=1)([C:20]([CH3:23])([CH3:22])[CH3:21])([CH3:18])[CH3:19] |f:0.1|. Conditions: temperature 0 celsius, time 10 minute.